This data is from the Open Reaction Database (ORD), a public repository of structured organic reaction records. The task is: describe an organic reaction: reactants, conditions, products, and yield The reactants are ClC=1C(=NNC1)C1CCOCC1 (4-chloro-3-(tetrahydro-2H-pyran-4-yl)-1H-pyrazole), ClC=1C(=NNC1)C1CCOCC1 (4-chloro-3-(tetrahydro-2H-pyran-4-yl)-1H-pyrazole), C1CC(=O)N(C1=O)I (NIS). The solvent is [O-]S(=O)(=S)[O-].[Na+].[Na+] (Na2S2O3), CN(C=O)C (N,N-dimethylformamide). Reaction conditions: temperature 80 celsius, time 8 hour. The product is ClC=1C(=NNC1I)C1CCOCC1 (4-Chloro-5-iodo-3-(tetrahydro-2H-pyran-4-yl)-1H-pyrazole). Yield: 80.5%. RXN SMILES: [Cl:1][C:2]1[C:3]([CH:7]2[CH2:12][CH2:11][O:10][CH2:9][CH2:8]2)=[N:4][NH:5][CH:6]=1.C1C(=O)N([I:20])C(=O)C1>CN(C)C=O.[O-]S([O-])(=S)=O.[Na+].[Na+]>[Cl:1][C:2]1[C:3]([CH:7]2[CH2:12][CH2:11][O:10][CH2:9][CH2:8]2)=[N:4][NH:5][C:6]=1[I:20] |f:3.4.5|. Procedure: To a solution of 4-chloro-3-(tetrahydro-2H-pyran-4-yl)-1H-pyrazole (compound 294.3, 3.00 g, 16.1 mmol) in N,N-dimethylformamide (20 mL) was added NIS (7.26 g, 32.3 mmol). The reaction mixture was stirred overnight at 80° C. The reaction mixture was diluted with 50 mL Na2S2O3 (sat.). The aqueous phase was extracted with 3×100 mL of ethyl acetate. The combined organic layers were dried over anhydrous sodium sulfate and concentrated under reduced pressure. The residue was purified by silica gel chr... The reactants are COc1ccc(COCCCC2(c3ccccc3)CCN(C(C)c3ccc(CC(=O)O)cc3)C(=O)O2)cc1, CI, [K+], [K+], O=C([O-])[O-], CN(C)C=O. Yields the product COC(=O)Cc1ccc(C(C)N2CCC(CCCOCc3ccc(OC)cc3)(c3ccccc3)OC2=O)cc1. Reaction SMILES: [CH3:1][O:2][c:3]1[cH:4][cH:5][c:6]([CH2:7][O:8][CH2:9][CH2:10][CH2:11][C:12]2([c:31]3[cH:32][cH:33][cH:34][cH:35][cH:36]3)[CH2:13][CH2:14][N:15]([CH:19]([CH3:20])[c:21]3[cH:22][cH:23][c:24]([CH2:27][C:28](=[O:29])[OH:30])[cH:25][cH:26]3)[C:16](=[O:18])[O:17]2)[cH:37][cH:38]1.[CH3:45][I:46].[K+:39].[K+:40].[O-:41][C:42]([O-:43])=[O:44].[O:47]=[CH:48][N:49]([CH3:50])[CH3:51]>>[CH3:1][O:2][c:3]1[cH:4][cH:5][c:6]([CH2:7][O:8][CH2:9][CH2:10][CH2:11][C:12]2([c:31]3[cH:32][cH:33][cH:34][cH:35][cH:36]3)[CH2:13][CH2:14][N:15]([CH:19]([CH3:20])[c:21]3[cH:22][cH:23][c:24]([CH2:27][C:28](=[O:29])[O:30][CH3:42])[cH:25][cH:26]3)[C:16](=[O:18])[O:17]2)[cH:37][cH:38]1.